This data is from the Open Reaction Database (ORD), a public repository of structured organic reaction records. The task is: describe an organic reaction: reactants, conditions, products, and yield Reactants: [H-].[Na+] (NaH), FC(C=1C=C(C=CC1)O)(F)F (3-(trifluoromethyl) phenol), CN(C)C=O (DMF), CN(C1=CC(=NC(=C1)Br)Br)CC1=CC=CC=C1 (4-{methyl(phenylmethyl)amino}-2,6-dibromo pyridine). Solvent: CCCCCC (hexane). The product is C1(=CC=CC=C1)NC(=O)C1=NC(=CC(=C1)N(CC1=CC=CC=C1)C)OC1=CC(=CC=C1)C(F)(F)F (N-phenyl-4-(methyl(phenylmethyl)amino}-6-{3-(trifluoromethyl)phenoxy}-2-pyridine carboxamide). As a reaction SMILES: [F:1][C:2]([F:11])([F:10])[C:3]1[CH:4]=[C:5]([OH:9])[CH:6]=[CH:7][CH:8]=1.[H-].[Na+].[CH3:14][N:15]([CH2:24][C:25]1[CH:30]=[CH:29][CH:28]=[CH:27][CH:26]=1)[C:16]1[CH:21]=[C:20](Br)[N:19]=[C:18](Br)[CH:17]=1.[CH3:31][N:32]([CH:34]=[O:35])C>CCCCCC>[C:31]1([NH:32][C:34]([C:20]2[CH:21]=[C:16]([N:15]([CH3:14])[CH2:24][C:25]3[CH:30]=[CH:29][CH:28]=[CH:27][CH:26]=3)[CH:17]=[C:18]([O:9][C:5]3[CH:6]=[CH:7][CH:8]=[C:3]([C:2]([F:10])([F:11])[F:1])[CH:4]=3)[N:19]=2)=[O:35])[CH:5]=[CH:4][CH:3]=[CH:8][CH:7]=1 |f:1.2|. Reported procedure: 1.56 g (0.0080×1.2 mol) of 3-(trifluoromethyl) phenol was dissolved in about 20 ml of DMF. The solution was further mixed with 0.34 g (ca. 60% in mineral oil; 0.0080×1.06 mol) of NaH and then with 2.85 g (0.0080 mol) of 4-{methyl(phenylmethyl)amino}-2,6-dibromo pyridine. After treating the solution under reflux for about 6 hours, the obtained reaction solution was allowed to stand for cooling to room temperature. After the reaction solution was distributed in hexane-saturated sodium bicarbonate ... The reactants are CCOC(=O)CBr, O=C([O-])[O-], C1CCOC1, Cc1cc(C)c(-n2c(S)nnc2C(F)(F)F)c2c1CCCC2, [K+], [K+], CN(C)C=O, O. The product is CCOC(=O)CSc1nnc(C(F)(F)F)n1-c1c(C)cc(C)c2c1CCCC2. RXN SMILES: [Br:23][CH2:24][C:25](=[O:26])[O:27][CH2:28][CH3:29].[C:30](=[O:31])([O-:32])[O-:33].[CH2:41]1[O:42][CH2:43][CH2:44][CH2:45]1.[CH3:1][c:2]1[c:3](-[n:13]2[c:14]([SH:22])[n:15][n:16][c:17]2[C:18]([F:19])([F:20])[F:21])[c:4]2[c:9]([c:10]([CH3:12])[cH:11]1)[CH2:8][CH2:7][CH2:6][CH2:5]2.[K+:34].[K+:35].[O:36]=[CH:37][N:38]([CH3:39])[CH3:40].[OH2:46]>>[CH3:1][c:2]1[c:3](-[n:13]2[c:14]([S:22][CH2:24][C:25](=[O:26])[O:27][CH2:28][CH3:29])[n:15][n:16][c:17]2[C:18]([F:19])([F:20])[F:21])[c:4]2[c:9]([c:10]([CH3:12])[cH:11]1)[CH2:8][CH2:7][CH2:6][CH2:5]2.